Dataset: the Open Reaction Database (ORD), a public repository of structured organic reaction records. Task: describe an organic reaction: reactants, conditions, products, and yield Starting materials: BrC=1N=C(SC1)N(C[C@H](CC1=CC=C(C=C1)C(F)(F)F)NC(OC(C)(C)C)=O)C(=O)OC(C)(C)C ((S)-tert-butyl 1-(N-(4-bromothiazol-2-yl)-tert-butoxylcarbonylamino)-3-(4-(trifluoromethyl)phenyl)propan-2-ylcarbamate), CC(C)(C#C)O (2-Methylbut-3-yn-2-ol). Reagents/catalysts: Cl[Pd-2](P(C1=CC=CC=C1)(C1=CC=CC=C1)C1=CC=CC=C1)(P(C1=CC=CC=C1)(C1=CC=CC=C1)C1=CC=CC=C1)Cl (dichlorobis(triphenylphosphino)-palladium(II)), [Cu]I (copper(I) iodide). Solvent: CCN(CC)CC (Et3N). Run at temperature 60 celsius, time 20 minute. Product: OC(C#CC=1N=C(SC1)N(C[C@H](CC1=CC=C(C=C1)C(F)(F)F)NC(OC(C)(C)C)=O)C(=O)OC(C)(C)C)(C)C ((S)-tert-butyl 1-(N-(4-(3-hydroxy-3-methylbut-1-ynyl)thiazol-2-yl)-tert-butoxylcarbonylamino)-3-(4-(trifluoromethyl)phenyl)propan-2-ylcarbamate). Yield: 91.6%. As a reaction SMILES: Br[C:2]1[N:3]=[C:4]([N:7]([C:29]([O:31][C:32]([CH3:35])([CH3:34])[CH3:33])=[O:30])[CH2:8][C@@H:9]([NH:21][C:22](=[O:28])[O:23][C:24]([CH3:27])([CH3:26])[CH3:25])[CH2:10][C:11]2[CH:16]=[CH:15][C:14]([C:17]([F:20])([F:19])[F:18])=[CH:13][CH:12]=2)[S:5][CH:6]=1.[CH3:36][C:37]([OH:41])([C:39]#[CH:40])[CH3:38]>CCN(CC)CC.Cl[Pd-2](Cl)(P(C1C=CC=CC=1)(C1C=CC=CC=1)C1C=CC=CC=1)P(C1C=CC=CC=1)(C1C=CC=CC=1)C1C=CC=CC=1.[Cu]I>[OH:41][C:37]([CH3:38])([CH3:36])[C:39]#[C:40][C:2]1[N:3]=[C:4]([N:7]([C:29]([O:31][C:32]([CH3:35])([CH3:34])[CH3:33])=[O:30])[CH2:8][C@@H:9]([NH:21][C:22](=[O:28])[O:23][C:24]([CH3:27])([CH3:26])[CH3:25])[CH2:10][C:11]2[CH:16]=[CH:15][C:14]([C:17]([F:20])([F:19])[F:18])=[CH:13][CH:12]=2)[S:5][CH:6]=1. Reported procedure: (S)-tert-butyl 1-(N-(4-bromothiazol-2-yl)-tert-butoxylcarbonylamino)-3-(4-(trifluoromethyl)phenyl)propan-2-ylcarbamate (0.25 g, 0.43 mmol) was taken up in 4 mL of Et3N. 2-Methylbut-3-yn-2-ol (0.21 mL, 2.2 mmol), dichlorobis(triphenylphosphino)-palladium(II) (0.030 g, 0.043 mmol), and copper(I) iodide (0.025 g, 0.13 mmol) were added. The mixture was stirred for 20 minutes. No reaction was observed, and the mixture was heated to 60° C. for 1 hour. The reaction was judged to be complete by LC/MS, t... Reactants: CO, CC(=O)Nc1cccc2c1C(=O)c1ccccc1C2=O, [Na+], [OH-]. Product: Nc1cccc2c1C(=O)c1ccccc1C2=O. Reaction SMILES: [CH3:23][OH:24].[NH:1]([C:2]([CH3:3])=[O:4])[c:5]1[cH:6][cH:7][cH:8][c:9]2[c:18]1[C:17](=[O:19])[c:16]1[c:11]([cH:12][cH:13][cH:14][cH:15]1)[C:10]2=[O:20].[Na+:22].[OH-:21]>>[NH2:1][c:5]1[cH:6][cH:7][cH:8][c:9]2[c:18]1[C:17](=[O:19])[c:16]1[c:11]([cH:12][cH:13][cH:14][cH:15]1)[C:10]2=[O:20]. The reactants are ClC=1N=NC(=CC1Cl)C1=CC=CC=C1 (3,4-dichloro-6-phenylpyridazine), C(C)(=O)O (acetic acid). Yields the product ClC=1N=NC(=CC1O)C1=CC=CC=C1 (3-chloro-6-phenylpyridazin-4-ol). RXN SMILES: [Cl:1][C:2]1[N:3]=[N:4][C:5]([C:9]2[CH:14]=[CH:13][CH:12]=[CH:11][CH:10]=2)=[CH:6][C:7]=1Cl.C(O)(=[O:17])C>>[Cl:1][C:2]1[N:3]=[N:4][C:5]([C:9]2[CH:14]=[CH:13][CH:12]=[CH:11][CH:10]=2)=[CH:6][C:7]=1[OH:17]. Reported procedure: A mixture of 19 (158 g, 0.7 mol) and acetic acid (700 mL) was heated under reflux for 5 hrs. The reaction mixture was cooled to room temperature, the precipitate filtered and the bright yellow filter cake washed with water (5×500 mL). The filter cake was recrystallized from ethyl acetate (200 mL), filtered and dried over a medium frit sintered glass funnel in vacuo to give the desired product 20 in 32% yields. HPLC (tr/purity): 15.37 min, >95%. ESI m/z (MeOH): 2073 (MH+). Starting materials: C(C1=CC=CC=C1)(C1=CC=CC=C1)ONC(=O)C1N(CC=CCC1C(C1=CC=CC=C1)=O)S(=O)(=O)C1=CC=C(C=C1)OC (3-Benzoyl-1-(4-methoxy-benzenesulfonyl)-2,3,4,7-tetrahydro-1H-azepine-2-carboxylic acid benzhydryloxy-amide), [BH4-].[Na+] (sodium borohydride). The solvent is CO.ClCCl (methanol dichloromethane). Reaction conditions: temperature 0 celsius, time 5 hour. The product is C(C1=CC=CC=C1)(C1=CC=CC=C1)ONC(=O)C1N(CC=CCC1C(C1=CC=CC=C1)O)S(=O)(=O)C1=CC=C(C=C1)OC (3-(hydroxy-phenyl-methyl)-1-(4-methoxy-benzenesulfonyl)-2,3,4,7-tetrahydro-1H-azepine-2-carboxylic acid benzhydryloxy-amide). As a reaction SMILES: [CH:1]([O:14][NH:15][C:16]([CH:18]1[CH:24]([C:25](=[O:32])[C:26]2[CH:31]=[CH:30][CH:29]=[CH:28][CH:27]=2)[CH2:23][CH:22]=[CH:21][CH2:20][N:19]1[S:33]([C:36]1[CH:41]=[CH:40][C:39]([O:42][CH3:43])=[CH:38][CH:37]=1)(=[O:35])=[O:34])=[O:17])([C:8]1[CH:13]=[CH:12][CH:11]=[CH:10][CH:9]=1)[C:2]1[CH:7]=[CH:6][CH:5]=[CH:4][CH:3]=1.[BH4-].[Na+]>CO.ClCCl>[CH:1]([O:14][NH:15][C:16]([CH:18]1[CH:24]([CH:25]([OH:32])[C:26]2[CH:27]=[CH:28][CH:29]=[CH:30][CH:31]=2)[CH2:23][CH:22]=[CH:21][CH2:20][N:19]1[S:33]([C:36]1[CH:41]=[CH:40][C:39]([O:42][CH3:43])=[CH:38][CH:37]=1)(=[O:35])=[O:34])=[O:17])([C:2]1[CH:7]=[CH:6][CH:5]=[CH:4][CH:3]=1)[C:8]1[CH:9]=[CH:10][CH:11]=[CH:12][CH:13]=1 |f:1.2,3.4|. Procedure: 3-Benzoyl-1-(4-methoxy-benzenesulfonyl)-2,3,4,7-tetrahydro-1H-azepine-2-carboxylic acid benzhydryloxy-amide (32 mg, 0.054 mmoL) was dissolved in a methanol:dichloromethane (3:1, 1.3 mL) mixture and cooled to 0° C. This solution was treated with sodium borohydride and stirred 5 hrs at 0 to 25° C. The solvents were removed in vacuo and the residue was reconstituted in dichloromethane. This solution was washed with 1 M aqueous HCl, and H2O, dried (Na2SO4) and concentrated. The residue was purified ... Starting materials: CNC1=C(OCCC#N)C=CC=C1 (3-(2-methylamino-phenoxy)-propionitrile), N(=[N+]=[N-])[Sn](CCCC)(CCCC)CCCC (azidotributyltin), C(C)[Al](CC)CC (triethylaluminum). The solvent is O (water), C(C)(=O)OCC (ethyl acetate), C1(=CC=CC=C1)C (toluene). Reaction conditions: temperature 80 celsius. Product: CNC1=C(C=CC=C1)OCCC1=NN=NN1 (Methyl-{2-[2-(1H-tetrazol-5-yl)-ethoxy]-phenyl}-amine). RXN SMILES: [CH3:1][NH:2][C:3]1[CH:13]=[CH:12][CH:11]=[CH:10][C:4]=1[O:5][CH2:6][CH2:7][C:8]#[N:9].[N:14]([Sn](CCCC)(CCCC)CCCC)=[N+:15]=[N-:16].C([Al](CC)CC)C>C1(C)C=CC=CC=1.O.C(OCC)(=O)C>[CH3:1][NH:2][C:3]1[CH:13]=[CH:12][CH:11]=[CH:10][C:4]=1[O:5][CH2:6][CH2:7][C:8]1[NH:16][N:15]=[N:14][N:9]=1. Procedure details: To a solution of 3-(2-methylamino-phenoxy)-propionitrile (1.55 g, 8.8 mmol) and azidotributyltin (3.6 mL, 13.2 mmol) in toluene (30 mL) was added triethylaluminum (9.3 mL, 17.6 mmol, 1.9 M in toluene). The mixture was heated at 80° C. for 16 hrs. The mixture was diluted with water (100 mL) and ethyl acetate (200 mL). The ethyl acetate layer was separated and removed. The resulting methyl-{2-[2-(1H-tetrazol-5-yl)-ethoxy]-phenyl}-amine stayed in the aqueous solution and was used in the next step w...